From a dataset of the Open Reaction Database (ORD), a public repository of structured organic reaction records. describe an organic reaction: reactants, conditions, products, and yield The reactants are ClC1=CN=CC(=N1)N1[C@H](CN[C@@H](C1)C)C (1-(6-Chloro-2-pyrazinyl)-trans-2,5-dimethylpiperazine), C(C1=CC=CC=C1)O (benzyl alcohol), K-t-BuO. Reaction conditions: temperature 95 celsius. Yields the product C(C1=CC=CC=C1)OC1=CN=CC(=N1)N1[C@H](CN[C@@H](C1)C)C (1-[6-(Benzyloxy)-2-pyrazinyl]-trans-2,5-dimethylpiperazine). RXN SMILES: Cl[C:2]1[N:7]=[C:6]([N:8]2[CH2:13][C@@H:12]([CH3:14])[NH:11][CH2:10][C@@H:9]2[CH3:15])[CH:5]=[N:4][CH:3]=1.[CH2:16]([OH:23])[C:17]1[CH:22]=[CH:21][CH:20]=[CH:19][CH:18]=1>>[CH2:16]([O:23][C:2]1[N:7]=[C:6]([N:8]2[CH2:13][C@@H:12]([CH3:14])[NH:11][CH2:10][C@@H:9]2[CH3:15])[CH:5]=[N:4][CH:3]=1)[C:17]1[CH:22]=[CH:21][CH:20]=[CH:19][CH:18]=1. Reported procedure: The title compound was prepared according to the procedure of example 20, starting from 1-(6-chloro-2-pyrazinyl)-trans-2,5-dimethylpiperazine (1.23 g, 5.40 mmol; obtained in step 1 above), benzyl alcohol (8.36 g, 77.3 mmol), and K-t-BuO (1.99 g, 17.7 mmol). The reaction mixture was heated at 95° C. for 5.5 h. The yield of the title compound was 0.47 g (29%) which was obtained as an oil. Purity 99% (HPLC). MS m/z 298 (M)+. HRMS m/z calcd for C17H22N4O (M)+ 298.1794, found 298.1798. The reactants are CC(C)(C)OC(=O)NC(Cc1ccc(O)cc1)C(=O)O, O=C([O-])[O-], CN(C)C=O, COC(=O)CCl, [K+], [K+], O. The product is COC(=O)COc1ccc(CC(NC(=O)OC(C)(C)C)C(=O)O)cc1. As a reaction SMILES: [C:1]([CH3:2])([CH3:3])([CH3:4])[O:5][C:6](=[O:7])[NH:8][CH:9]([CH2:10][c:11]1[cH:12][cH:13][c:14]([OH:17])[cH:15][cH:16]1)[C:18](=[O:19])[OH:20].[C:27](=[O:28])([O-:29])[O-:30].[CH3:33][N:34]([CH3:35])[CH:36]=[O:37].[Cl:21][CH2:22][C:23](=[O:24])[O:25][CH3:26].[K+:31].[K+:32].[OH2:38]>>[C:1]([CH3:2])([CH3:3])([CH3:4])[O:5][C:6](=[O:7])[NH:8][CH:9]([CH2:10][c:11]1[cH:12][cH:13][c:14]([O:17][CH2:22][C:23](=[O:24])[O:25][CH3:26])[cH:15][cH:16]1)[C:18](=[O:19])[OH:20]. The reactants are C(C)C1NCCC2=C1N=CN2 (4-ethyl-4,5,6,7-tetrahydro-imidazo-[4,5-c]-pyridine), CN=C=S (methyl isothiocyanate). Solvent: C(C)#N (acetonitrile), C(C)O (ethanol). Product: C(C)C1N(CCC2=C1N=CN2)C(NC)=S (4-ethyl-5-(N-methyl-thiocarbamoyl)-4,5,6,7-tetrahydro-imidazo-[4,5-c]-pyridine). Isolated yield 69.7%. RXN SMILES: [CH2:1]([CH:3]1[C:8]2[N:9]=[CH:10][NH:11][C:7]=2[CH2:6][CH2:5][NH:4]1)[CH3:2].[CH3:12][N:13]=[C:14]=[S:15]>C(#N)C.C(O)C>[CH2:1]([CH:3]1[C:8]2[N:9]=[CH:10][NH:11][C:7]=2[CH2:6][CH2:5][N:4]1[C:14](=[S:15])[NH:13][CH3:12])[CH3:2]. Procedure: A solution of 2.9 g of 4-ethyl-4,5,6,7-tetrahydro-imidazo-[4,5-c]-pyridine (Farmaco, Ed. Sci. 1967, 22, 821) and 3 g of methyl isothiocyanate in 32 ml of acetonitrile and 8 ml of ethanol is refluxed for 8 h. The solution is evaporated in vacuo, and the residue crystallized from diethyl ether to give 3 g of 4-ethyl-5-(N-methyl-thiocarbamoyl)-4,5,6,7-tetrahydro-imidazo-[4,5-c]-pyridine, m.p. 230°. Starting materials: C([O-])([O-])=O.[Na+].[Na+] (Sodium carbonate), C(#N)[BH3-].[Na+] (Sodium cyanoborohydride), Cl (hydrochloric acid), C(CC)N (n-propyl amine), C1COC2(C(CCCC2)=O)O1 (Cyclohexandione monoethyleneketal), Cl (hydrochloric acid). Solvent: O (water), CO (methanol). Run at temperature 2.5 celsius, time 15 minute. Yields the product C1COC2(CCC(CC2)NCCC)O1 (4-n-Propylamino-cyclohexanone-ethyleneketal). As a reaction SMILES: [CH2:1]([NH2:4])[CH2:2][CH3:3].Cl.[CH2:6]1[O:16][C:9]2([CH2:14][CH2:13][CH2:12][CH2:11][C:10]2=O)[O:8][CH2:7]1.C([BH3-])#N.[Na+].C(=O)([O-])[O-].[Na+].[Na+]>CO.O>[CH2:6]1[O:16][C:9]2([CH2:14][CH2:13][CH:12]([NH:4][CH2:1][CH2:2][CH3:3])[CH2:11][CH2:10]2)[O:8][CH2:7]1 |f:3.4,5.6.7|. Procedure details: A mixture of n-propyl amine (162 ml, 1.474 mol) in methanol (500 ml) was chilled to 0-5° C. To this solution was added methanolic hydrochloric acid (155 ml, 44.47%) dropwise over a period of 30 minutes to achieve a pH of 6-7. Cyclohexandione monoethyleneketal 1 (100 g, 0.641 mol) was charged at 5° C. and the reaction was stirred for 15 minutes. Sodium cyanoborohydride (60 g, 0.952 mol) was added in 15 minutes at 5° C. The pH increased to about 8 and methanolic hydrochloric acid (15 ml, 44.47%) w... Starting materials: CC1=C(C(=NO1)C1=NC=CC=C1)COC=1C=CC(=NC1)C(=O)O (5-(5-methyl-3-pyridin-2-yl-isoxazol-4-ylmethoxy)-pyridine-2-carboxylic acid), N1CCSCC1 (thiomorpholine). The product is CC1=C(C(=NO1)C1=NC=CC=C1)COC=1C=CC(=NC1)C(=O)N1CCSCC1 ([5-(5-Methyl-3-pyridin-2-yl-isoxazol-4-ylmethoxy)-pyridin-2-yl]-thiomorpholin-4-yl-methanone). Isolated yield 98.0%. As a reaction SMILES: [CH3:1][C:2]1[O:6][N:5]=[C:4]([C:7]2[CH:12]=[CH:11][CH:10]=[CH:9][N:8]=2)[C:3]=1[CH2:13][O:14][C:15]1[CH:16]=[CH:17][C:18]([C:21]([OH:23])=O)=[N:19][CH:20]=1.[NH:24]1[CH2:29][CH2:28][S:27][CH2:26][CH2:25]1>>[CH3:1][C:2]1[O:6][N:5]=[C:4]([C:7]2[CH:12]=[CH:11][CH:10]=[CH:9][N:8]=2)[C:3]=1[CH2:13][O:14][C:15]1[CH:16]=[CH:17][C:18]([C:21]([N:24]2[CH2:29][CH2:28][S:27][CH2:26][CH2:25]2)=[O:23])=[N:19][CH:20]=1. Reported procedure: As described for example 7, 5-(5-methyl-3-pyridin-2-yl-isoxazol-4-ylmethoxy)-pyridine-2-carboxylic acid (100 mg, 0.32 mmol) was converted, using thiomorpholine instead of isopropylamine, to the title compound (125 mg, 98%), which was obtained as a white solid. MS: m/e=397.2 [M+H]+.